This data is from the Open Reaction Database (ORD), a public repository of structured organic reaction records. The task is: describe an organic reaction: reactants, conditions, products, and yield Reactants: ClP(Cl)(Cl)(Cl)Cl, Cl[Fe](Cl)Cl, Clc1ccc2ncoc2c1, Clc1ccccc1. The product is Clc1ccc2nc(Cl)oc2c1. Reaction SMILES: [Cl:11][P:12]([Cl:13])([Cl:14])([Cl:15])[Cl:16].[Cl:17][Fe:18]([Cl:19])[Cl:20].[Cl:1][c:2]1[cH:3][c:4]2[c:5]([n:6][cH:7][o:8]2)[cH:9][cH:10]1.[Cl:21][c:22]1[cH:23][cH:24][cH:25][cH:26][cH:27]1>>[Cl:1][c:2]1[cH:3][c:4]2[c:5]([n:6][c:7]([Cl:11])[o:8]2)[cH:9][cH:10]1. The reactants are CC1=CC2=C(N(C(C=3C(N2)=CSC3)=O)C)C=C1C (4,9-dihydro-6,7,9-trimethyl-10H-thieno[3,4-b][1,5]benzodiazepin-10-one), [OH-].[Na+] (sodium hydroxide), Cl (hydrogen chloride), B (borane), Cl (hydrochloric acid). The solvent is O1CCCC1 (tetrahydrofuran), O (water), CO (methanol), O1CCCC1 (tetrahydrofuran). Run at time 1 hour. Product: CC1=CC2=C(N(CC=3C(N2)=CSC3)C)C=C1C (9,10-Dihydro-6,7,9-trimethyl-4H-thieno[3,4-b][1,5]benzodiazepine). RXN SMILES: [CH3:1][C:2]1[C:17]([CH3:18])=[CH:16][C:5]2[N:6]([CH3:15])[C:7](=O)[C:8]3[C:9](=[CH:11][S:12][CH:13]=3)[NH:10][C:4]=2[CH:3]=1.B.Cl.[OH-].[Na+]>O1CCCC1.O.CO>[CH3:1][C:2]1[C:17]([CH3:18])=[CH:16][C:5]2[N:6]([CH3:15])[CH2:7][C:8]3[C:9](=[CH:11][S:12][CH:13]=3)[NH:10][C:4]=2[CH:3]=1 |f:3.4|. Reported procedure: To a slurry of 3.88 g. of 4,9-dihydro-6,7,9-trimethyl-10H-thieno[3,4-b][1,5]benzodiazepin-10-one in 100 ml. of tetrahydrofuran, cooled in an ice bath and stirred under argon is added 60 ml. of 1 M borane in tetrahydrofuran, dropwise over 15 minutes. The mixture is stirred for one hour at room temperature, refluxed for 18 hours, cooled in an ice bath and decomposed by the addition of 30 ml. of 6 N hydrochloric acid. The mixture is stirred for one hour, 30 ml. of 10 N sodium hydroxide is added, st... Starting materials: O=CN1CCC(=O)c2ccsc2C1, Cl, C1COCCO1, O. Product: O=C1CCNCc2sccc21. As a reaction SMILES: [CH:1](=[O:2])[N:3]1[CH2:4][c:5]2[c:6]([cH:11][cH:12][s:13]2)[C:7](=[O:10])[CH2:8][CH2:9]1.[ClH:21].[O:15]1[CH2:16][CH2:17][O:18][CH2:19][CH2:20]1.[OH2:14]>>[NH:3]1[CH2:4][c:5]2[c:6]([cH:11][cH:12][s:13]2)[C:7](=[O:10])[CH2:8][CH2:9]1. Starting materials: CCOC(=O)c1cc(-c2ccc(OCc3ccccc3)cc2OCc2ccccc2)no1, CO, [K+], [OH-]. The product is O=C(O)c1cc(-c2ccc(OCc3ccccc3)cc2OCc2ccccc2)no1. RXN SMILES: [CH2:1]([c:2]1[cH:3][cH:4][cH:5][cH:6][cH:7]1)[O:8][c:9]1[c:10](-[c:23]2[n:24][o:25][c:26]([C:28](=[O:29])[O:30][CH2:31][CH3:32])[cH:27]2)[cH:11][cH:12][c:13]([O:15][CH2:16][c:17]2[cH:18][cH:19][cH:20][cH:21][cH:22]2)[cH:14]1.[CH3:35][OH:36].[K+:34].[OH-:33]>>[CH2:1]([c:2]1[cH:3][cH:4][cH:5][cH:6][cH:7]1)[O:8][c:9]1[c:10](-[c:23]2[n:24][o:25][c:26]([C:28](=[O:29])[OH:30])[cH:27]2)[cH:11][cH:12][c:13]([O:15][CH2:16][c:17]2[cH:18][cH:19][cH:20][cH:21][cH:22]2)[cH:14]1. The reactants are NC=1C=C(C(=O)OC)C=CC1N (Methyl 3,4-diaminobenzoate), C(CCCCC)OC1=CC=C(C=O)C=C1 (4-hexyloxy benzaldehyde). Run in [N+](=O)([O-])C1=CC=CC=C1 (nitrobenzene). Reaction conditions: temperature 145 celsius, time 48 hour. Yields the product COC(=O)C1=CC2=C(N=C(N2)C2=CC=C(C=C2)OCCCCCC)C=C1 (5-Methoxycarbonyl-2-(4-hexyloxyphenyl)benzimidazole). Isolated yield 48.9%. Reaction SMILES: [NH2:1][C:2]1[CH:3]=[C:4]([CH:9]=[CH:10][C:11]=1[NH2:12])[C:5]([O:7][CH3:8])=[O:6].[CH2:13]([O:19][C:20]1[CH:27]=[CH:26][C:23]([CH:24]=O)=[CH:22][CH:21]=1)[CH2:14][CH2:15][CH2:16][CH2:17][CH3:18]>[N+](C1C=CC=CC=1)([O-])=O>[CH3:8][O:7][C:5]([C:4]1[CH:9]=[CH:10][C:11]2[N:12]=[C:24]([C:23]3[CH:26]=[CH:27][C:20]([O:19][CH2:13][CH2:14][CH2:15][CH2:16][CH2:17][CH3:18])=[CH:21][CH:22]=3)[NH:1][C:2]=2[CH:3]=1)=[O:6]. Procedure details: A mixture of Methyl 3,4-diaminobenzoate (1.84 g) and 4-hexyloxy benzaldehyde (2.30 g) in nitrobenzene (40 ml) was stirred for 48 hours at 145° C. After cooling, the mixture was evaporated under reduced pressure. Purification of the residue by column chromatography on silica gel eluted with (n-hexane:ethyl acetate=2:1) gave 5-Methoxycarbonyl-2-(4-hexyloxyphenyl)benzimidazole (1.91 g).